Dataset: the Open Reaction Database (ORD), a public repository of structured organic reaction records. Task: describe an organic reaction: reactants, conditions, products, and yield Starting materials: CCCO, Fc1ccc(-c2nc3n(c2-c2ccc(Cl)nn2)CCC3)c(F)c1, NN, O. Yields the product NNc1ccc(-c2c(-c3ccc(F)cc3F)nc3n2CCC3)nn1. Reaction SMILES: [CH2:27]([OH:28])[CH2:29][CH3:30].[Cl:1][c:2]1[cH:3][cH:4][c:5](-[c:8]2[c:9](-[c:16]3[c:17]([F:23])[cH:18][c:19]([F:22])[cH:20][cH:21]3)[n:10][c:11]3[n:12]2[CH2:13][CH2:14][CH2:15]3)[n:6][n:7]1.[NH2:25][NH2:26].[OH2:24]>>[c:2]1([NH:25][NH2:26])[cH:3][cH:4][c:5](-[c:8]2[c:9](-[c:16]3[c:17]([F:23])[cH:18][c:19]([F:22])[cH:20][cH:21]3)[n:10][c:11]3[n:12]2[CH2:13][CH2:14][CH2:15]3)[n:6][n:7]1. Yields the product C(C1=CC=CC=C1)(=O)N (benzamide). The reactants are NCC1=CC=C(C(=O)NC=2C=NC=CC2)C=C1 (4-(Aminomethyl)-N-(3-pyridinyl)benzamide), S1C(=CC=C1)S(=O)(=O)Cl (2-thienylsulfonyl chloride). Conditions: temperature 20 celsius, time 16 hour. Procedure: A mixture of 4-(aminomethyl)-N-(3-pyridinyl)benzamide (33) (256 mg, 1.1 mmol) and 2-thienylsulfonyl chloride (206 mg, 1.1 mmol) in dry pyridine (10 mL) was stirred at 20° C. for 16 h. The solvent was evaporated and the residue stirred in ice/water (20 mL) for 1 h. The precipitate was filtered, washed with water (5 mL) and dried. The crude solid was purified by column chromatography, eluting with EtOAc, to give benzamide I-4 (318 mg, 75%) as a white powder: mp (EtOAc) 185-188° C.; 1H NMR δ 10.38 ... Solvent: N1=CC=CC=C1 (pyridine). As a reaction SMILES: NC[C:3]1[CH:17]=[CH:16][C:6]([C:7]([NH:9]C2C=NC=CC=2)=[O:8])=[CH:5][CH:4]=1.S1C=CC=C1S(Cl)(=O)=O>N1C=CC=CC=1>[C:7]([NH2:9])(=[O:8])[C:6]1[CH:16]=[CH:17][CH:3]=[CH:4][CH:5]=1.